The task is: describe an organic reaction: reactants, conditions, products, and yield. This data is from the Open Reaction Database (ORD), a public repository of structured organic reaction records. Reactants: Cl.COC=1C=C(C=CC1OC)C=1C(C(N(N1)C1CCNCC1)=O)(C)C (5-(3,4-dimethoxyphenyl)-4,4-dimethyl-2-(piperidin-4-yl)-2,4-dihydro-3H-pyrazol-3-one hydrochloride), Cl.COC=1C=C(C=CC1OC)C=1C(C(N(N1)C1CCNCC1)=O)(C)C (5-(3,4-dimethoxyphenyl)-4,4-dimethyl-2-(piperidin-4-yl)-2,4-dihydro-3H-pyrazol-3-one hydrochloride), COC1=C(C(=O)O)C=CC=C1 (2-methoxybenzoic acid). The product is COC=1C=C(C=CC1OC)C=1C(C(N(N1)C1CCN(CC1)C(=O)C1=C(C=CC=C1)OC)=O)(C)C (5-(3,4-Dimethoxyphenyl)-2-{1-[(2-methoxyphenyl)carbonyl]piperidin-4-yl}-4,4-dimethyl-2,4-dihydro-3H-pyrazol-3-one). As a reaction SMILES: Cl.[CH3:2][O:3][C:4]1[CH:5]=[C:6]([C:12]2[C:13]([CH3:25])([CH3:24])[C:14](=[O:23])[N:15]([CH:17]3[CH2:22][CH2:21][NH:20][CH2:19][CH2:18]3)[N:16]=2)[CH:7]=[CH:8][C:9]=1[O:10][CH3:11].[CH3:26][O:27][C:28]1[CH:36]=[CH:35][CH:34]=[CH:33][C:29]=1[C:30](O)=[O:31]>>[CH3:2][O:3][C:4]1[CH:5]=[C:6]([C:12]2[C:13]([CH3:25])([CH3:24])[C:14](=[O:23])[N:15]([CH:17]3[CH2:22][CH2:21][N:20]([C:30]([C:29]4[CH:33]=[CH:34][CH:35]=[CH:36][C:28]=4[O:27][CH3:26])=[O:31])[CH2:19][CH2:18]3)[N:16]=2)[CH:7]=[CH:8][C:9]=1[O:10][CH3:11] |f:0.1|. Procedure: The title compound is prepared analogously as described for GP3 using 5-(3,4-dimethoxyphenyl)-4,4-dimethyl-2-(piperidin-4-yl)-2,4-dihydro-3H-pyrazol-3-one (compound B1) and 2-methoxybenzoic acid as starting compounds. The crude product is purified by crystallization from methanol to yield the title compound. Starting materials: 30.6, C(CCCCCCCCCCC)C1=CC=C(C(C(=O)O)=C1)O (5-dodecylsalicylic acid), CC=1C=CC(=CC1)C (p-xylene), C=O (paraformaldehyde), S(O)(O)(=O)=O (sulfuric acid). Solvent: C(C)(=O)O (acetic acid). The product is 43, C(CCCCCCCCCCC)C1=CC=C(C(C(=O)O)=C1)O.C=1(C(=CC(=CC1)C)C=O)C (5-dodecylsalicylic acid p-xylene-formaldehyde). RXN SMILES: [CH2:1]([C:13]1[CH:21]=[C:17]([C:18]([OH:20])=[O:19])[C:16]([OH:22])=[CH:15][CH:14]=1)[CH2:2][CH2:3][CH2:4][CH2:5][CH2:6][CH2:7][CH2:8][CH2:9][CH2:10][CH2:11][CH3:12].[CH3:23][C:24]1[CH:25]=[CH:26][C:27]([CH3:30])=[CH:28][CH:29]=1.[CH2:31]=[O:32].S(=O)(=O)(O)O>C(O)(=O)C>[CH2:1]([C:13]1[CH:21]=[C:17]([C:18]([OH:20])=[O:19])[C:16]([OH:22])=[CH:15][CH:14]=1)[CH2:2][CH2:3][CH2:4][CH2:5][CH2:6][CH2:7][CH2:8][CH2:9][CH2:10][CH2:11][CH3:12].[C:24]1([CH3:23])[C:29]([CH:31]=[O:32])=[CH:28][C:27]([CH3:30])=[CH:26][CH:25]=1 |f:5.6|. Reported procedure: To a mixture of 30.6 parts of 5-dodecylsalicylic acid, 21.2 parts of p-xylene, 3.8 parts of 87% paraformaldehyde and 30 parts of acetic acid was added 2.0 parts of 95% sulfuric acid (catalyst). After being heated under reflux for 6 hours, the reaction mixture was washed with water, and unreacted p-xylene and water were removed by vacuum distillation to give 43 parts of 5-dodecylsalicylic acid-p-xylene-formaldehyde co-condensation product. 10 parts of the co-condensation product was added to 32 p... Starting materials: C(C=C)C1=C(C=C(C=C1)C(C)=O)O (1-(4-Allyl-3-hydroxyphenyl)ethanone), O (water). Reagents/catalysts: [Cl-].[Zr+4].[Cl-].[Cl-].[Cl-] (zirconium (IV) chloride). The solvent is C(Cl)Cl (methylene chloride). Reaction conditions: time 8 hour. Yields the product CC1OC2=C(C1)C=CC(=C2)C(C)=O (1-(2-Methyl-2,3-dihydrobenzofuran-6-yl)ethanone). The yield is 19.3%. RXN SMILES: [CH2:1]([C:4]1[CH:9]=[CH:8][C:7]([C:10](=[O:12])[CH3:11])=[CH:6][C:5]=1[OH:13])[CH:2]=[CH2:3].O>C(Cl)Cl.[Cl-].[Zr+4].[Cl-].[Cl-].[Cl-]>[CH3:3][CH:2]1[CH2:1][C:4]2[CH:9]=[CH:8][C:7]([C:10](=[O:12])[CH3:11])=[CH:6][C:5]=2[O:13]1 |f:3.4.5.6.7|. Procedure details: 1-(4-Allyl-3-hydroxyphenyl)ethanone (863 mg, 4.90 mmol) was dissolved in methylene chloride (25 mL), which was then added with zirconium (IV) chloride (1.37 g, 5.88 mmol) at room temperature under an argon atmosphere, and stirred overnight. The reaction solution was added with water and extracted with ethyl acetate. The organic layer was washed with brine, dried over anhydrous sodium sulfate, concentrated in vacuo, and purified using silica-gel column chromatography (n-hexane/ethyl acetate=6/1).... The reactants are CO, CC1SC(=O)NN=C1c1ccc(N)c([N+](=O)[O-])c1. Yields the product CC1SC(=O)NN=C1c1ccc(N)c(N)c1. RXN SMILES: [CH3:19][OH:20].[NH2:1][c:2]1[c:3]([N+:16]([O-:17])=[O:18])[cH:4][c:5]([C:8]2=[N:9][NH:10][C:11](=[O:15])[S:12][CH:13]2[CH3:14])[cH:6][cH:7]1>>[NH2:1][c:2]1[c:3]([NH2:16])[cH:4][c:5]([C:8]2=[N:9][NH:10][C:11](=[O:15])[S:12][CH:13]2[CH3:14])[cH:6][cH:7]1.